This data is from the Open Reaction Database (ORD), a public repository of structured organic reaction records. The task is: describe an organic reaction: reactants, conditions, products, and yield Reactants: B, CSC, CCCCCC, CCO, ClCCl, [Na+], C=CCC(CCOCc1ccccc1)C1OCCO1, [OH-], O, OO. Yields the product OCCCC(CCOCc1ccccc1)C1OCCO1. Reaction SMILES: [BH3:4].[CH3:1][S:2][CH3:3].[CH3:31][CH2:32][CH2:33][CH2:34][CH2:35][CH3:36].[CH3:38][CH2:39][OH:40].[Cl:5][CH2:6][Cl:7].[Na+:28].[O:8]1[CH:9]([CH:13]([CH2:14][CH:15]=[CH2:16])[CH2:17][CH2:18][O:19][CH2:20][c:21]2[cH:22][cH:23][cH:24][cH:25][cH:26]2)[O:10][CH2:11][CH2:12]1.[OH-:27].[OH2:37].[OH:29][OH:30]>>[O:8]1[CH:9]([CH:13]([CH2:14][CH2:15][CH2:16][OH:27])[CH2:17][CH2:18][O:19][CH2:20][c:21]2[cH:22][cH:23][cH:24][cH:25][cH:26]2)[O:10][CH2:11][CH2:12]1. Starting materials: C12C(C3CC(CC(C1)C3)C2)N2NC(C2=O)(C)C (2-(Adamantan-2-yl)-4,4-dimethyl-1,2-diazetidin-3-one), ClC1=C(CBr)C=CC(=C1)Cl (2,4-dichlorobenzyl bromide). Product: ClC1=C(CN2N(C(C2(C)C)=O)C2C3CC4CC(CC2C4)C3)C=CC(=C1)Cl (1-(2,4-dichlorobenzyl)-4,4-dimethyl-2-(adamantan-2-yl)-1,2-diazetidin-3-one). RXN SMILES: [CH:1]12[CH2:10][CH:5]3[CH2:6][CH:7]([CH2:9][CH:3]([CH2:4]3)[CH:2]1[N:11]1[C:14](=[O:15])[C:13]([CH3:17])([CH3:16])[NH:12]1)[CH2:8]2.[Cl:18][C:19]1[CH:26]=[C:25]([Cl:27])[CH:24]=[CH:23][C:20]=1[CH2:21]Br>>[Cl:18][C:19]1[CH:26]=[C:25]([Cl:27])[CH:24]=[CH:23][C:20]=1[CH2:21][N:12]1[C:13]([CH3:17])([CH3:16])[C:14](=[O:15])[N:11]1[CH:2]1[CH:3]2[CH2:4][CH:5]3[CH2:6][CH:7]([CH2:8][CH:1]1[CH2:10]3)[CH2:9]2. Procedure: 2-(Adamantan-2-yl)-4,4-dimethyl-1,2-diazetidin-3-one and 2,4-dichlorobenzyl bromide were used for a similar reaction and treatment as Process 6 of Example 1, and the title compound was obtained as a colorless oil.